This data is from the Open Reaction Database (ORD), a public repository of structured organic reaction records. The task is: describe an organic reaction: reactants, conditions, products, and yield The reactants are CO.[N+](=O)([O-])C=1C=C(CO)C=CC1 (methanol m-nitrobenzyl alcohol), C1(=CC=CC=C1)B(O)O (phenylboronic acid), C(C(C)C)OC(=O)N(S(=O)(=O)C=1C(=NC=CC1)C1=CC=CC=C1)C1=NC=C(N=C1OC)C (N-(isobutoxycarbonyl)-N-(3-methoxy-5-methylpyrazin-2-yl)-2-phenylpyridine-3-sulphonamide), ( iii ). The product is COC=1C(=NC=C(N1)C)NS(=O)(=O)C=1C(=NC=CC1)C1=CC=CC=C1 (N-(3-methoxy-5-methylpyrazin-2-yl)-2-phenylpyridine-3-sulphonamide). RXN SMILES: CO.[N+](C1C=C(C=CC=1)CO)([O-])=O.C(OC([N:21]([C:37]1[C:42]([O:43][CH3:44])=[N:41][C:40]([CH3:45])=[CH:39][N:38]=1)[S:22]([C:25]1[C:26]([C:31]2[CH:36]=[CH:35][CH:34]=[CH:33][CH:32]=2)=[N:27][CH:28]=[CH:29][CH:30]=1)(=[O:24])=[O:23])=O)C(C)C.C1(B(O)O)C=CC=CC=1>>[CH3:44][O:43][C:42]1[C:37]([NH:21][S:22]([C:25]2[C:26]([C:31]3[CH:36]=[CH:35][CH:34]=[CH:33][CH:32]=3)=[N:27][CH:28]=[CH:29][CH:30]=2)(=[O:24])=[O:23])=[N:38][CH:39]=[C:40]([CH3:45])[N:41]=1 |f:0.1|. Procedure: 1H NMR (d6-DMSO): 2.2 (s, 3H), 3.6 (s, 3H), 7.3-7.55 (m, 6H), 7.6 (dd, 1H), 8.4 (dd, 1H), 8.8 (dd, 1H), 10.5 (br s, 1H); mass spectrum (positive fast atom bombardment (+ve FAB), methanol/m-nitrobenzyl alcohol (NBA)): 357 (M+H)+; starting from N-(isobutoxycarbonyl)-N-(3-methoxy-5-methylpyrazin-2-yl)-2-phenylpyridine-3-sulphonamide; 1H NMR (d6-DMSO): 0.6 (d, 6H), 1.7 (m, 1H), 2.55 (s, 3H), 3.7 (d, 2H), 3.9 (s, 3H), 7.4-7.55 (m, 5H), 7.8 (dd, 1H), 8.9 (dd, 1H), 8.95 (dd, 1H); mass spectrum (+ve CI)... Starting materials: C(N)(=O)C1=C(NC(=O)C2=CC=C(C=C2)C)C=CC=C1 (2'-carbamoyl-p-toluanilide), [OH-].[Na+] (sodium hydroxide), O (water), resultant solution. Solvent: C(C)(=O)O (acetic acid). The product is CC1=CC=C(C=C1)C1=NC2=CC=CC=C2C(N1)=O (2-(4-methylphenyl)-4(3H)-quinazolinone). RXN SMILES: [C:1]([C:4]1[CH:19]=[CH:18][CH:17]=[CH:16][C:5]=1[NH:6][C:7]([C:9]1[CH:14]=[CH:13][C:12]([CH3:15])=[CH:11][CH:10]=1)=O)(=[O:3])[NH2:2].[OH-].[Na+].O>C(O)(=O)C>[CH3:15][C:12]1[CH:13]=[CH:14][C:9]([C:7]2[NH:2][C:1](=[O:3])[C:4]3[C:5](=[CH:16][CH:17]=[CH:18][CH:19]=3)[N:6]=2)=[CH:10][CH:11]=1 |f:1.2|. Reported procedure: A mixture of 2'-carbamoyl-p-toluanilide (66.97 g; 0.263 mol), sodium hydroxide (41.9 g) and water 837 ml) is stirred and heated at reflux for 0.5 hour. The resultant solution is cooled down, made acid with acetic acid. The reaction mixture is filtered, the isolated product is washed and dried to afford 58.16 g off white solid, mp 239°-241° C. Recrystallized from absolute ethanol, the product has a mp of 239°-240.5° C.